The task is: describe an organic reaction: reactants, conditions, products, and yield. This data is from the Open Reaction Database (ORD), a public repository of structured organic reaction records. Reactants: COc1cc(C(O)c2ccccc2)ccc1-c1cccc(C)c1, ClCCl, O=[Cr](=O)([O-])Cl, c1cc[nH+]cc1. Yields the product COc1cc(C(=O)c2ccccc2)ccc1-c1cccc(C)c1. RXN SMILES: [CH3:1][O:2][c:3]1[c:4](-[c:17]2[cH:18][c:19]([CH3:23])[cH:20][cH:21][cH:22]2)[cH:5][cH:6][c:7]([CH:9]([OH:10])[c:11]2[cH:12][cH:13][cH:14][cH:15][cH:16]2)[cH:8]1.[Cl:35][CH2:36][Cl:37].[O:24]=[Cr:25]([Cl:26])([O-:27])=[O:28].[nH+:29]1[cH:30][cH:31][cH:32][cH:33][cH:34]1>>[CH3:1][O:2][c:3]1[c:4](-[c:17]2[cH:18][c:19]([CH3:23])[cH:20][cH:21][cH:22]2)[cH:5][cH:6][c:7]([C:9](=[O:10])[c:11]2[cH:12][cH:13][cH:14][cH:15][cH:16]2)[cH:8]1. The reactants are CC(C)(C)OC(=O)NC(Cc1ccc([N+](=O)[O-])cc1)CN1CCC(C(=O)c2ccc(F)cc2)CC1, CC(=O)O, [Ca+2], [Cl-], [Cl-], [Zn]. Yields the product CC(C)(C)OC(=O)NC(Cc1ccc(N)cc1)CN1CCC(C(=O)c2ccc(F)cc2)CC1. Reaction SMILES: [C:1]([CH3:2])([CH3:3])([CH3:4])[O:5][C:6]([NH:7][CH:8]([CH2:9][N:10]1[CH2:11][CH2:12][CH:13]([C:16]([c:17]2[cH:18][cH:19][c:20]([F:23])[cH:21][cH:22]2)=[O:24])[CH2:14][CH2:15]1)[CH2:25][c:26]1[cH:27][cH:28][c:29]([N+:32]([O-:33])=[O:34])[cH:30][cH:31]1)=[O:35].[CH3:39][C:40](=[O:41])[OH:42].[Ca+2:38].[Cl-:36].[Cl-:37].[Zn:43]>>[C:1]([CH3:2])([CH3:3])([CH3:4])[O:5][C:6]([NH:7][CH:8]([CH2:9][N:10]1[CH2:11][CH2:12][CH:13]([C:16]([c:17]2[cH:18][cH:19][c:20]([F:23])[cH:21][cH:22]2)=[O:24])[CH2:14][CH2:15]1)[CH2:25][c:26]1[cH:27][cH:28][c:29]([NH2:32])[cH:30][cH:31]1)=[O:35].